Dataset: the Open Reaction Database (ORD), a public repository of structured organic reaction records. Task: describe an organic reaction: reactants, conditions, products, and yield Reactants: N1=CC=CC=2CCC[C@H](C12)NCCCCN1C(C2=CC=CC=C2C1=O)=O (2-{4-[(R)-(5,6,7,8-tetrahydro-quinolin-8-yl)amino]-butyl}-isoindole-1,3-dione), C(C)(C)(C)OC(=O)N1C(=NC2=C1C=CC=C2)CCl (2-chloromethyl-benzimidazole-1-carboxylic acid tert-butyl ester), C(C)(C)N(CC)C(C)C (diisopropylethylamine). Reagents/catalysts: [I-].[K+] (potassium iodide). The solvent is C(C)#N (acetonitrile). Conditions: temperature 50 celsius, time 22 hour. The product is N1C(=NC2=C1C=CC=C2)CN(CCCCN2C(C1=CC=CC=C1C2=O)=O)[C@@H]2CCCC=1C=CC=NC21 (2-{4-[(R)-(1H-benzimidazol-2-ylmethyl)-5,6,7,8-tetrahydro-quinolin-8-yl-amino]-butyl}-isoindole-1,3-dione). Isolated yield 111.7%. Reaction SMILES: [N:1]1[C:10]2[C@H:9]([NH:11][CH2:12][CH2:13][CH2:14][CH2:15][N:16]3[C:24](=[O:25])[C:23]4[C:18](=[CH:19][CH:20]=[CH:21][CH:22]=4)[C:17]3=[O:26])[CH2:8][CH2:7][CH2:6][C:5]=2[CH:4]=[CH:3][CH:2]=1.C(OC([N:34]1[C:38]2[CH:39]=[CH:40][CH:41]=[CH:42][C:37]=2[N:36]=[C:35]1[CH2:43]Cl)=O)(C)(C)C.C(N(C(C)C)CC)(C)C>C(#N)C.[I-].[K+]>[NH:34]1[C:38]2[CH:39]=[CH:40][CH:41]=[CH:42][C:37]=2[N:36]=[C:35]1[CH2:43][N:11]([C@H:9]1[C:10]2[N:1]=[CH:2][CH:3]=[CH:4][C:5]=2[CH2:6][CH2:7][CH2:8]1)[CH2:12][CH2:13][CH2:14][CH2:15][N:16]1[C:24](=[O:25])[C:23]2[C:18](=[CH:19][CH:20]=[CH:21][CH:22]=2)[C:17]1=[O:26] |f:4.5|. Reported procedure: To a solution of 2-{4-[(R)-(5,6,7,8-tetrahydro-quinolin-8-yl)amino]-butyl}-isoindole-1,3-dione (135.3 g, 0.39 mol) and 2-chloromethyl-benzimidazole-1-carboxylic acid tert-butyl ester (103 g, 0.39 mol) in acetonitrile (780 mL) at room temperature was added diisopropylethylamine (101 mL, 0.58 mol) and potassium iodide (6.4 g, 0.04 mol) and the mixture heated to 50° C. for 3 hours. The mixture was then concentrated under reduced pressure and redissolved in methyl t-butyl ether (500 mL) and water (5...